This data is from the Open Reaction Database (ORD), a public repository of structured organic reaction records. The task is: describe an organic reaction: reactants, conditions, products, and yield The reactants are ClC1=CC=C(C(=N1)NC1=NNC(=C1)OCC)[N+](=O)[O-] (6-chloro-N-(5-ethoxy-1H-pyrazol-3-yl)-3-nitropyridin-2-amine), ClC1=CC=C(C(=N1)NC1=NNC(=C1)OCC)[N+](=O)[O-] (6-chloro-N-(5-ethoxy-1H-pyrazol-3-yl)-3-nitropyridin-2-amine), Cl.FC=1C=NC(=NC1)[C@H](C)N ([(1S)-1-(5-fluoropyrimidin-2-yl)ethyl]amine hydrochloride), Cl.FC=1C=NC(=NC1)[C@H](C)N ([(1S)-1-(5-fluoropyrimidin-2-yl)ethyl]amine hydrochloride), C(C)(C)N(CC)C(C)C (diisopropylethylamine). Run in CCCCO (n-BuOH), C(C)(=O)OCC (ethyl acetate). Reaction conditions: temperature 70 celsius, time 4 hour. Product: C(C)OC1=CC(=NN1)NC1=NC(=CC=C1[N+](=O)[O-])N[C@@H](C)C1=NC=C(C=N1)F (N2-(5-Ethoxy-1H-pyrazol-3-yl)-N6-[(1S)-1-(5-fluoropyrimidin-2-yl)ethyl]-3-nitropyridine-2,6-diamine). The yield is 84.6%. Reaction SMILES: Cl[C:2]1[N:7]=[C:6]([NH:8][C:9]2[CH:13]=[C:12]([O:14][CH2:15][CH3:16])[NH:11][N:10]=2)[C:5]([N+:17]([O-:19])=[O:18])=[CH:4][CH:3]=1.Cl.[F:21][C:22]1[CH:23]=[N:24][C:25]([C@@H:28]([NH2:30])[CH3:29])=[N:26][CH:27]=1.C(N(C(C)C)CC)(C)C>CCCCO.C(OCC)(=O)C>[CH2:15]([O:14][C:12]1[NH:11][N:10]=[C:9]([NH:8][C:6]2[C:5]([N+:17]([O-:19])=[O:18])=[CH:4][CH:3]=[C:2]([NH:30][C@H:28]([C:25]3[N:26]=[CH:27][C:22]([F:21])=[CH:23][N:24]=3)[CH3:29])[N:7]=2)[CH:13]=1)[CH3:16] |f:1.2|. Procedure: A mixture of 6-chloro-N-(5-ethoxy-1H-pyrazol-3-yl)-3-nitropyridin-2-amine (Intermediate 26, 0.35 g) and [(1S)-1-(5-fluoropyrimidin-2-yl)ethyl]amine hydrochloride (Intermediate 15, 0.20 g) in n-BuOH (5 mL) with diisopropylethylamine (1 mL) was stirred at 70° C. for 4 hours. The resulting mixture was diluted with ethyl acetate (20 mL), and washed with brine (10 mL×3). The organic layer was dried and concentrated. The resulting residue was separated by silica gel column (Hexane/Ethyl acetate) to yi...